This data is from the Open Reaction Database (ORD), a public repository of structured organic reaction records. The task is: describe an organic reaction: reactants, conditions, products, and yield The reactants are BrCCCCOC1=C(C=O)C=C(C=C1)S(=O)(=O)C (2-(4-bromobutoxy)-5-methylsulfonylbenzaldehyde), C(CC(=O)C)(=O)OC (methyl acetoacetate), COC(\C=C(\C)/N)=O (3-aminocrotonic acid methyl ester). Solvent: C(C)(C)O (isopropanol). The product is BrCCCCOC1=C(C=C(C=C1)S(=O)(=O)C)C1C(=C(NC(=C1C(=O)OC)C)C)C(=O)OC (dimethyl 4-[2(4-bromobutoxy)-5-methylsulfonylphenyl]-2,6-dimethyl-1,4-dihydropyridine-3,5-dicarboxylate). Yield: 53.0%. RXN SMILES: [Br:1][CH2:2][CH2:3][CH2:4][CH2:5][O:6][C:7]1[CH:14]=[CH:13][C:12]([S:15]([CH3:18])(=[O:17])=[O:16])=[CH:11][C:8]=1[CH:9]=O.[C:19]([O:25][CH3:26])(=[O:24])[CH2:20][C:21]([CH3:23])=O.[CH3:27][O:28][C:29](=[O:34])/[CH:30]=[C:31](\[NH2:33])/[CH3:32]>C(O)(C)C>[Br:1][CH2:2][CH2:3][CH2:4][CH2:5][O:6][C:7]1[CH:14]=[CH:13][C:12]([S:15]([CH3:18])(=[O:17])=[O:16])=[CH:11][C:8]=1[CH:9]1[C:20]([C:19]([O:25][CH3:26])=[O:24])=[C:21]([CH3:23])[NH:33][C:31]([CH3:32])=[C:30]1[C:29]([O:28][CH3:27])=[O:34]. Procedure: 7.6 g of 2-(4-bromobutoxy)-5-methylsulfonylbenzaldehyde, 2.6 g of methyl acetoacetate and 2.9 g of 3-aminocrotonic acid methyl ester were dissolved in 16 ml of isopropanol, and the solution was heated for 5 hours. After cooling, precipitated crystals were collected by filtration, and recrystallized from methanol to give 6.3 g of dimethyl 4-[2(4-bromobutoxy)-5-methylsulfonylphenyl]-2,6-dimethyl-1,4-dihydropyridine-3,5-dicarboxylate. The reactants are BrCCCCBr, Cc1ccccc1, CC(C)c1c(C(=O)NCc2ccc(F)c(F)c2)c2ccc(N)cc2n1Cc1ccccn1. Yields the product CC(C)c1c(C(=O)NCc2ccc(F)c(F)c2)c2ccc(N3CCCC3)cc2n1Cc1ccccn1. As a reaction SMILES: [Br:33][CH2:34][CH2:35][CH2:36][CH2:37][Br:38].[CH3:39][c:40]1[cH:41][cH:42][cH:43][cH:44][cH:45]1.[NH2:1][c:2]1[cH:3][cH:4][c:5]2[c:6]([C:21](=[O:22])[NH:23][CH2:24][c:25]3[cH:26][c:27]([F:32])[c:28]([F:31])[cH:29][cH:30]3)[c:7]([CH:18]([CH3:19])[CH3:20])[n:8]([CH2:11][c:12]3[n:13][cH:14][cH:15][cH:16][cH:17]3)[c:9]2[cH:10]1>>[N:1]1([c:2]2[cH:3][cH:4][c:5]3[c:6]([C:21](=[O:22])[NH:23][CH2:24][c:25]4[cH:26][c:27]([F:32])[c:28]([F:31])[cH:29][cH:30]4)[c:7]([CH:18]([CH3:19])[CH3:20])[n:8]([CH2:11][c:12]4[n:13][cH:14][cH:15][cH:16][cH:17]4)[c:9]3[cH:10]2)[CH2:34][CH2:35][CH2:36][CH2:37]1.